Dataset: the Open Reaction Database (ORD), a public repository of structured organic reaction records. Task: describe an organic reaction: reactants, conditions, products, and yield Starting materials: C(C)(C)N1CCC(CC1)C(C(=O)N1CCN(CC1)CCCCC1=C(C=CC2=CC=CC=C12)OC)C1=CC=C(C=C1)F (1-Isopropyl-4-(1-(4-fluorophenyl)-2-{4-[4-(2-methoxynaphthalen-1-yl)butyl]piperazin-1-yl}-2-oxoethyl)piperidine), [H-].[Al+3].[Li+].[H-].[H-].[H-] (lithium aluminum hydride). Run in O1CCCC1 (tetrahydrofuran), CCOCC (ether), N (ammonia). Run at temperature 50 celsius, time 15 minute. Yields the product FC1=CC=C(C=C1)C(CN1CCN(CC1)CCCCC1=C(C=CC2=CC=CC=C12)OC)C1CCN(CC1)C(C)C (1-[2-(4-fluorophenyl)-2-(1-isopropylpiperidin-4-yl)ethyl]-4-[4-(2-methoxynaphthalen-1-yl)butyl]piperazine). Yield: 95.2%. RXN SMILES: [CH:1]([N:4]1[CH2:9][CH2:8][CH:7]([CH:10]([C:35]2[CH:40]=[CH:39][C:38]([F:41])=[CH:37][CH:36]=2)[C:11]([N:13]2[CH2:18][CH2:17][N:16]([CH2:19][CH2:20][CH2:21][CH2:22][C:23]3[C:32]4[C:27](=[CH:28][CH:29]=[CH:30][CH:31]=4)[CH:26]=[CH:25][C:24]=3[O:33][CH3:34])[CH2:15][CH2:14]2)=O)[CH2:6][CH2:5]1)([CH3:3])[CH3:2].[H-].[Al+3].[Li+].[H-].[H-].[H-]>O1CCCC1.CCOCC.N>[F:41][C:38]1[CH:37]=[CH:36][C:35]([CH:10]([CH:7]2[CH2:6][CH2:5][N:4]([CH:1]([CH3:3])[CH3:2])[CH2:9][CH2:8]2)[CH2:11][N:13]2[CH2:18][CH2:17][N:16]([CH2:19][CH2:20][CH2:21][CH2:22][C:23]3[C:32]4[C:27](=[CH:28][CH:29]=[CH:30][CH:31]=4)[CH:26]=[CH:25][C:24]=3[O:33][CH3:34])[CH2:15][CH2:14]2)=[CH:40][CH:39]=1 |f:1.2.3.4.5.6|. Procedure: 0.14 g of 1-Isopropyl-4-(1-(4-fluorophenyl)-2-{4-[4-(2-methoxynaphthalen-1-yl)butyl]piperazin-1-yl}-2-oxoethyl)piperidine was dissolved in 5 ml of tetrahydrofuran, and 10 ml of lithium aluminum hydride was added, followed stirring at 50° C. for 15 minutes. The reaction solution was cooled to room temperature and diluted with ether, and 25% aqueous ammonia solution was added dropwise. The precipitate was removed by Celite filtration, the filtrate was concentrated under reduced pressure, and the r... The solvent is CO (methanol). Procedure details: A solution of the free base of 3,5-dichloro-2-[2-(4-morpholinyl) ethoxy) pyridine-4-carboxylic acid hydrochloride (3.6 g, 0.01 mol) and cesium carbonate (4.85 g, 0.015 mol) in methanol (50 ml) was stirred for 30 minutes. The methanol was removed in vacuo and the residue was dissolved in DMF (50 ml). 2-Chloromethyl-4-(isopropyl)saccharin (3.0 g, 0.01 mol) was then added and the reaction mixture was heated at 80° C. for 3 hours. The DMF was removed in vacuo, the residue was taken up in methylene c... Isolated yield 16.8%. As a reaction SMILES: Cl.[Cl:2][C:3]1[C:4]([O:13][CH2:14][CH2:15][N:16]2[CH2:21][CH2:20][O:19][CH2:18][CH2:17]2)=[N:5][CH:6]=[C:7]([Cl:12])[C:8]=1[C:9]([OH:11])=[O:10].C(=O)([O-])[O-].[Cs+].[Cs+].Cl[CH2:29][N:30]1[C:40](=[O:41])[C:39]2[C:34](=[CH:35][CH:36]=[CH:37][C:38]=2[CH:42]([CH3:44])[CH3:43])[S:31]1(=[O:33])=[O:32]>CO>[ClH:2].[Cl:2][C:3]1[C:4]([O:13][CH2:14][CH2:15][N:16]2[CH2:21][CH2:20][O:19][CH2:18][CH2:17]2)=[N:5][CH:6]=[C:7]([Cl:12])[C:8]=1[C:9]([O:11][CH2:29][N:30]1[C:40](=[O:41])[C:39]2[C:34](=[CH:35][CH:36]=[CH:37][C:38]=2[CH:42]([CH3:44])[CH3:43])[S:31]1(=[O:32])=[O:33])=[O:10] |f:0.1,2.3.4,7.8|. Run at temperature 80 celsius. The reactants are Cl.ClC=1C(=NC=C(C1C(=O)O)Cl)OCCN1CCOCC1 (3,5-dichloro-2-[2-(4-morpholinyl) ethoxy) pyridine-4-carboxylic acid hydrochloride), C([O-])([O-])=O.[Cs+].[Cs+] (cesium carbonate), ClCN1S(=O)(=O)C2=CC=CC(=C2C1=O)C(C)C (2-Chloromethyl-4-(isopropyl)saccharin). Yields the product Cl.ClC=1C(=NC=C(C1C(=O)OCN1S(=O)(=O)C2=CC=CC(=C2C1=O)C(C)C)Cl)OCCN1CCOCC1 (4-(isopropyl]-2-saccharinylmethyl 3.5-dichloro-2-[2-(4-morpholinyl)ethoxy]pyridine-4-carboxylate hydrochloride). Starting materials: O1C=C(C=C1)B(O)O (furan-3-boronic acid), [F-].[Cs+] (caesium fluoride), 2-dicyclohexylphosphine 2-(N,N-dimethylamino)biphenyl, ClC1=CC=C2C(=NN(C2=C1)COCC[Si](C)(C)C)NC(CCC)=O (N-[6-chloro-1-[[2-(trimethylsilyl)ethoxy]methyl]-1H-indazol-3-yl]butanamide), O1C=C(C=C1)B(O)O (furan-3-boronic acid), [F-].[Cs+] (caesium fluoride), 2-dicyclohexylphosphine 2-(N,N-dimethylamino)biphenyl. Reagents/catalysts: C(C)(=O)[O-].[Pd+2].C(C)(=O)[O-] (palladium acetate), C(C)(=O)[O-].[Pd+2].C(C)(=O)[O-] (palladium acetate). Solvent: O1CCOCC1 (dioxane). Run at temperature 100 celsius, time 7 hour. Product: O1C=C(C=C1)C1=CC=C2C(=NN(C2=C1)COCC[Si](C)(C)C)NC(CCC)=O (N-[6-(furan-3-yl)-1-[[2-(trimethylsilyl)ethoxy]methyl]-1H-indazol-3-yl]butanamide). Yield: 12.0%. Reaction SMILES: [O:1]1[CH:5]=[CH:4][C:3](B(O)O)=[CH:2]1.[F-].[Cs+].Cl[C:12]1[CH:20]=[C:19]2[C:15]([C:16]([NH:29][C:30](=[O:34])[CH2:31][CH2:32][CH3:33])=[N:17][N:18]2[CH2:21][O:22][CH2:23][CH2:24][Si:25]([CH3:28])([CH3:27])[CH3:26])=[CH:14][CH:13]=1>O1CCOCC1.C([O-])(=O)C.[Pd+2].C([O-])(=O)C>[O:1]1[CH:5]=[CH:4][C:3]([C:12]2[CH:20]=[C:19]3[C:15]([C:16]([NH:29][C:30](=[O:34])[CH2:31][CH2:32][CH3:33])=[N:17][N:18]3[CH2:21][O:22][CH2:23][CH2:24][Si:25]([CH3:28])([CH3:26])[CH3:27])=[CH:14][CH:13]=2)=[CH:2]1 |f:1.2,5.6.7|. Procedure: 457 mg of furan-3-boronic acid, 1.24 g of caesium fluoride, 13 mg of palladium acetate and finally 31 mg of 2-dicyclohexylphosphine-2-(N,N-dimethylamino)biphenyl are added to 1 g of N-[6-chloro-1-[[2-(trimethylsilyl)ethoxy]methyl]-1H-indazol-3-yl]butanamide, described previously in Example 25, in 30 cm3 of dioxane. The mixture is then heated at about 100° C. for 23 hours. A further 457 mg of furan-3-boronic acid, 1.24 g of caesium fluoride, 13 mg of palladium acetate and finally 31 mg of 2-dicyc...